From a dataset of the Open Reaction Database (ORD), a public repository of structured organic reaction records. describe an organic reaction: reactants, conditions, products, and yield The reactants are [Br-], O=C1CCCCCCCCCCC1, O=C(O)CCCC[P+](c1ccccc1)(c1ccccc1)c1ccccc1, CS(C)=O, [Na], O. Yields the product O=C(O)CCCC=C1CCCCCCCCCCC1. RXN SMILES: [Br-:2].[C:29]1(=[O:41])[CH2:30][CH2:31][CH2:32][CH2:33][CH2:34][CH2:35][CH2:36][CH2:37][CH2:38][CH2:39][CH2:40]1.[C:3](=[O:4])([OH:5])[CH2:6][CH2:7][CH2:8][CH2:9][P+:10]([c:11]1[cH:12][cH:13][cH:14][cH:15][cH:16]1)([c:17]1[cH:18][cH:19][cH:20][cH:21][cH:22]1)[c:23]1[cH:24][cH:25][cH:26][cH:27][cH:28]1.[CH3:43][S:44]([CH3:45])=[O:46].[Na:1].[OH2:42]>>[C:3](=[O:4])([OH:5])[CH2:6][CH2:7][CH2:8][CH:9]=[C:29]1[CH2:30][CH2:31][CH2:32][CH2:33][CH2:34][CH2:35][CH2:36][CH2:37][CH2:38][CH2:39][CH2:40]1. Yields the product C(C)(=O)C1=C(N(C(=C1)C)C1=CC(=C(C=C1)OCC)Cl)C (3-acetyl-1-(3-chloro-4-ethoxyphenyl)-2,5-dimethylpyrrole). RXN SMILES: [Cl:1][C:2]1[CH:3]=[C:4]([N:11]2[C:15]([CH3:16])=[CH:14][CH:13]=[C:12]2[CH3:17])[CH:5]=[CH:6][C:7]=1[O:8][CH2:9][CH3:10].[C:18](OC(=O)C)(=[O:20])[CH3:19].I>>[C:18]([C:14]1[CH:13]=[C:12]([CH3:17])[N:11]([C:4]2[CH:5]=[CH:6][C:7]([O:8][CH2:9][CH3:10])=[C:2]([Cl:1])[CH:3]=2)[C:15]=1[CH3:16])(=[O:20])[CH3:19]. The reactants are ClC=1C=C(C=CC1OCC)N1C(=CC=C1C)C (1-(3-chloro-4-ethoxyphenyl)-2,5-dimethylpyrrole), C(C)(=O)OC(C)=O (acetic anhydride), I (hydriodic acid). Procedure: Utilizing the general procedure outlined in EXAMPLE 1, 1-(3-chloro-4-ethoxyphenyl)-2,5-dimethylpyrrole (1.21 g, 4.8 mmol), acetic anhydride (5 mL), and hydriodic acid (0.07 mL, 0.83 mmol) reacted to give 3-acetyl-1-(3-chloro-4-ethoxyphenyl)-2,5-dimethylpyrrole as a tan solid: 1H NMR (CDCl3, 500 MHz) δ 7.21 (d, 1H), 7.04-6.98 (m, 2H), 6.29 (s, 1H), 4.17 (q, 2H), 2.41 (s, 3H), 2.30 (s, 3H), 1.98 (s, 3H), 1.52 (t, 3H); MS (ESI) 292 (M+H)+. Starting materials: CC1C(=O)OCCCC1 (2-methylcaprolactone), Br (hydrobromic acid), S(O)(O)(=O)=O (sulfuric acid). Solvent: O (water). Conditions: temperature 130 celsius. Product: BrCCCCC(C(=O)O)C (6-bromo-2-methylhexanoic acid). The yield is 53.3%. Reaction SMILES: [CH3:1][CH:2]1[CH2:9][CH2:8][CH2:7][CH2:6][O:5][C:3]1=[O:4].[BrH:10].S(=O)(=O)(O)O>O>[Br:10][CH2:6][CH2:7][CH2:8][CH2:9][CH:2]([CH3:1])[C:3]([OH:5])=[O:4]. Reported procedure: To 2-methylcaprolactone (1.8 g, 14 mmole) was added a solution mixture of 47% aqueous hydrobromic acid (10.5 ml) and concentrated sulfuric acid (2.6 ml), and the reaction was conducted under heating at 130° C. for 3 hours. After the reaction solution was cooled, water was added, and the product was extracted with ether. The organic layer was washed with water, dried and the solvent was evaporated in vacuo. The residue was chromatographed on a column of silica gel using isopropyl ether to give 6-... The product is C(C)(C)(C)OC(NC1=C(C=C(C=C1)C#CC=1SC=CN1)[N+](=O)[O-])=O ((2-Nitro-4-thiazol-2-ylethynyl-phenyl)-carbamic acid tert.-butyl ester). The yield is 62.3%. As a reaction SMILES: [C:1]([O:5][C:6](=[O:19])[NH:7][C:8]1[CH:13]=[CH:12][C:11]([C:14]#[CH:15])=[CH:10][C:9]=1[N+:16]([O-:18])=[O:17])([CH3:4])([CH3:3])[CH3:2].Br[C:21]1[S:22][CH:23]=[CH:24][N:25]=1>>[C:1]([O:5][C:6](=[O:19])[NH:7][C:8]1[CH:13]=[CH:12][C:11]([C:14]#[C:15][C:21]2[S:22][CH:23]=[CH:24][N:25]=2)=[CH:10][C:9]=1[N+:16]([O-:18])=[O:17])([CH3:4])([CH3:2])[CH3:3]. Starting materials: C(C)(C)(C)OC(NC1=C(C=C(C=C1)C#C)[N+](=O)[O-])=O ((4-Ethynyl-2-nitro-phenyl)-carbamic acid tert.-butyl ester), BrC=1SC=CN1 (2-bromothiazole). Procedure details: Prepared from (4-ethynyl-2-nitro-phenyl)-carbamic acid tert.-butyl ester (Example F2) (262 mg, 1.00 mmol) and 2-bromothiazole (0.14 mL, 1.50 mmol) according to the general procedure F. Obtained as a yellow solid (215 mg). MS (ISN) 344 [(M−H)−]; mp 137° C. Starting materials: COc1ccc(C2=NN(CCCCN3C(=O)c4ccccc4C3=O)C(=O)C3CC=CCC23)cc1OC, CCOCC. Yields the product COc1ccc(C2=NN(CCCCN)C(=O)C3CC=CCC23)cc1OC. Reaction SMILES: [CH3:1][O:2][c:3]1[cH:4][c:5]([C:11]2=[N:12][N:13]([CH2:22][CH2:23][CH2:24][CH2:25][N:26]3[C:27](=[O:28])[c:29]4[cH:30][cH:31][cH:32][cH:33][c:34]4[C:35]3=[O:36])[C:14](=[O:21])[CH:15]3[CH2:16][CH:17]=[CH:18][CH2:19][CH:20]23)[cH:6][cH:7][c:8]1[O:9][CH3:10].[CH3:37][CH2:38][O:39][CH2:40][CH3:41]>>[CH3:1][O:2][c:3]1[cH:4][c:5]([C:11]2=[N:12][N:13]([CH2:22][CH2:23][CH2:24][CH2:25][NH2:26])[C:14](=[O:21])[CH:15]3[CH2:16][CH:17]=[CH:18][CH2:19][CH:20]23)[cH:6][cH:7][c:8]1[O:9][CH3:10]. Reactants: CC(C)(C)[Si](C)(C)OCC1CN(C(=O)OCc2ccccc2)CC1O[Si](C)(C)C(C)(C)C, CC(=O)O, C1CCOC1, O. Yields the product CC(C)(C)[Si](C)(C)OC1CN(C(=O)OCc2ccccc2)CC1CO. As a reaction SMILES: [CH2:1]([c:2]1[cH:3][cH:4][cH:5][cH:6][cH:7]1)[O:8][C:9](=[O:10])[N:11]1[CH2:12][CH:13]([CH2:24][O:25][Si:26]([C:27]([CH3:28])([CH3:29])[CH3:30])([CH3:31])[CH3:32])[CH:14]([O:16][Si:17]([CH3:18])([CH3:19])[C:20]([CH3:21])([CH3:22])[CH3:23])[CH2:15]1.[CH3:34][C:35](=[O:36])[OH:37].[O:38]1[CH2:39][CH2:40][CH2:41][CH2:42]1.[OH2:33]>>[CH2:1]([c:2]1[cH:3][cH:4][cH:5][cH:6][cH:7]1)[O:8][C:9](=[O:10])[N:11]1[CH2:12][CH:13]([CH2:24][OH:25])[CH:14]([O:16][Si:17]([CH3:18])([CH3:19])[C:20]([CH3:21])([CH3:22])[CH3:23])[CH2:15]1. The reactants are CC1CC(CCCCCCCCCCCC(C1)=O)=O (3-methyl-1,5-cyclohexadecanedione), N(CCCC)(CCCC)CCCC (NBu3), O (water), Cl (HCl). Run in C(Cl)Cl (CH2Cl2), C(=O)(C)OCCCC (AcOBu). Run at time 60 minute. Yields the product OC12CCCCCCCCCCC2C(CC(C1)C)=O ((1RS,12RS,15RS)-1-hydroxy-15-methyl-bicyclo[10.4.0]hexadecan-13-one). Isolated yield 89.6%. RXN SMILES: [CH3:1][CH:2]1[CH2:17][C:16](=[O:18])[CH2:15][CH2:14][CH2:13][CH2:12][CH2:11][CH2:10][CH2:9][CH2:8][CH2:7][CH2:6][CH2:5][C:4](=[O:19])[CH2:3]1.N(CCCC)(CCCC)CCCC.O.Cl>C(Cl)Cl.C(OCCCC)(C)=O>[OH:19][C:4]12[CH2:3][CH:2]([CH3:1])[CH2:17][C:16](=[O:18])[CH:15]1[CH2:14][CH2:13][CH2:12][CH2:11][CH2:10][CH2:9][CH2:8][CH2:7][CH2:6][CH2:5]2. Procedure details: A solution of 3-methyl-1,5-cyclohexadecanedione (33) (1 g, 3.76 mmol) in CH2Cl2 (6 ml) was treated at 22-24° with a solution of ZrCl3OPr (36% in AcOBu) (3 g, 5.0 mmol). After 15 minutes the solution was treated at −10° C. with NBu3 (1.15 g, 1.48 ml, 6.2 mmol). After 60 minutes, the reaction mixture was poured into 15 ml water and 15 ml of a 2 N HCl solution were added. After extraction with 50 ml diethyl ether the combined organic phases were washed (saturated aqueous NaHCO3 solution, H2O), drie... Starting materials: C#CCCCCCCCO[Si](C)(C)C(C)(C)C, [Li]CCCC, COCOc1ccc(C2(C)COc3cc(OCOC)ccc3C2=O)cc1, C1CCOC1. Product: COCOc1ccc(C2(C)COc3cc(OCOC)ccc3C2(O)C#CCCCCCCCO[Si](C)(C)C(C)(C)C)cc1. RXN SMILES: [C:1]([CH3:2])([CH3:3])([CH3:4])[Si:5]([O:6][CH2:7][CH2:8][CH2:9][CH2:10][CH2:11][CH2:12][CH2:13][C:14]#[CH:15])([CH3:16])[CH3:17].[CH2:18]([Li:19])[CH2:20][CH2:21][CH3:22].[CH3:23][O:24][CH2:25][O:26][c:27]1[cH:28][cH:29][c:30]2[c:35]([cH:36]1)[O:34][CH2:33][C:32]([CH3:37])([c:38]1[cH:39][cH:40][c:41]([O:44][CH2:45][O:46][CH3:47])[cH:42][cH:43]1)[C:31]2=[O:48].[O:49]1[CH2:50][CH2:51][CH2:52][CH2:53]1>>[C:1]([CH3:2])([CH3:3])([CH3:4])[Si:5]([O:6][CH2:7][CH2:8][CH2:9][CH2:10][CH2:11][CH2:12][CH2:13][C:14]#[C:15][C:31]1([OH:48])[c:30]2[cH:29][cH:28][c:27]([O:26][CH2:25][O:24][CH3:23])[cH:36][c:35]2[O:34][CH2:33][C:32]1([CH3:37])[c:38]1[cH:39][cH:40][c:41]([O:44][CH2:45][O:46][CH3:47])[cH:42][cH:43]1)([CH3:16])[CH3:17]. Reactants: C(C1=CC=CC=C1)OC(CO)CO (2-(Benzyloxy)propane-1,3-diol), C=O (paraformaldehyde), B(F)(F)F.CCOCC (boron trifluoride etherate). Solvent: CCOC(=O)C (EtOAc). Conditions: temperature 23 celsius, time 4 hour. The product is C(C1=CC=CC=C1)OC1COCOC1 (O-benzyl-1,3-dioxan-5-ol). Yield: 78.6%. RXN SMILES: [CH2:1]([O:8][CH:9]([CH2:12][OH:13])[CH2:10][OH:11])[C:2]1[CH:7]=[CH:6][CH:5]=[CH:4][CH:3]=1.C=O.B(F)(F)F.[CH3:20]COCC>CCOC(C)=O>[CH2:1]([O:8][CH:9]1[CH2:10][O:11][CH2:20][O:13][CH2:12]1)[C:2]1[CH:7]=[CH:6][CH:5]=[CH:4][CH:3]=1 |f:2.3|. Procedure details: To a mixture of 17 (100 mg, 0.55 mmol) and paraformaldehyde (17 mg, 0.55 mmol) in EtOAc (10 mL), boron trifluoride etherate (70 μL, 0.55 mmol) was added and the reaction mixture was stirred at 23° C. for 4 h. The organic phase was washed with a saturated solution of NaHCO3, dried and the solvent was removed. The residue was purified by flash-chromatography eluting with a 1:4 mixture of EtOAc and hexanes to afford 84 mg (78%) of O-benzyl-1,3-dioxan-5-ol as a colourless oil. The above compound was... The reactants are OCC=1C=CC(=NC1)/C=C/C(=O)OCC (ethyl (2E)-3-[5-(hydroxymethyl)pyridin-2-yl]acrylate), CC(C(=O)O)CC1=CC=C(C=C1)CO (methyl 3-[4-(hydroxymethyl)phenyl]propanoic acid). Product: C(C)C(C(=O)O)CC1=NC=C(C=C1)CO (Ethyl 3-[5-(Hydroxymethyl)pyridin-2-yl]propanoic acid). As a reaction SMILES: [OH:1][CH2:2][C:3]1[CH:4]=[CH:5][C:6](/[CH:9]=[CH:10]/[C:11]([O:13]CC)=[O:12])=[N:7][CH:8]=1.[CH3:16][CH:17](CC1C=CC(CO)=CC=1)C(O)=O>>[CH2:16]([CH:10]([CH2:9][C:6]1[CH:5]=[CH:4][C:3]([CH2:2][OH:1])=[CH:8][N:7]=1)[C:11]([OH:13])=[O:12])[CH3:17]. Procedure: The title compound was prepared from Intermediate E by the same methodology used to make Intermediate B.